Task: describe an organic reaction: reactants, conditions, products, and yield. Dataset: the Open Reaction Database (ORD), a public repository of structured organic reaction records The reactants are ClC=1C=CC(=C(C1)C1=CC(N(C=C1)C(C(=O)OCC)CC1CC1)=O)C(F)(F)F (ethyl 2-{4-[5-chloro-2-(trifluoromethyl)phenyl]-2-oxopyridin-1(2H)-yl}-3-cyclopropylpropanoate), [OH-].[Li+] (lithium hydroxide). Product: ClC=1C=CC(=C(C1)C1=CC(N(C=C1)C(C(=O)O)CC1CC1)=O)C(F)(F)F (2-{4-[5-Chloro-2-(trifluoromethyl)phenyl]-2-oxopyridin-1(2H)-yl}-3-cyclopropylpropanoic acid). Reaction SMILES: [Cl:1][C:2]1[CH:3]=[CH:4][C:5]([C:25]([F:28])([F:27])[F:26])=[C:6]([C:8]2[CH:13]=[CH:12][N:11]([CH:14]([CH2:20][CH:21]3[CH2:23][CH2:22]3)[C:15]([O:17]CC)=[O:16])[C:10](=[O:24])[CH:9]=2)[CH:7]=1.[OH-].[Li+]>>[Cl:1][C:2]1[CH:3]=[CH:4][C:5]([C:25]([F:28])([F:26])[F:27])=[C:6]([C:8]2[CH:13]=[CH:12][N:11]([CH:14]([CH2:20][CH:21]3[CH2:22][CH2:23]3)[C:15]([OH:17])=[O:16])[C:10](=[O:24])[CH:9]=2)[CH:7]=1 |f:1.2|. Reported procedure: 35 mg (purity 87%, 0.07 mmol) of ethyl 2-{4-[5-chloro-2-(trifluoromethyl)phenyl]-2-oxopyridin-1(2H)-yl}-3-cyclopropylpropanoate (racemate) were hydrolysed with lithium hydroxide according to General Method 6B. Yield: 60 mg (purity 88%, quant.) The reactants are C(C)C=1C(=C(C(NC1C=1C(=C2C=CN(C2=CC1)C)O)=O)C(=O)OC)O (methyl 5-ethyl-4-hydroxy-6-(4-hydroxy-1-methyl-1H-indol-5-yl)-2-oxo-1,2-dihydropyridine-3-carboxylate), [Li+].[I-] (LiI), Cl (HCl). The solvent is CCOC(=O)C (EtOAc). Reaction conditions: temperature 60 celsius. The product is C(C)C=1C(=C(C(NC1C=1C(=C2C=CN(C2=CC1)C)O)=O)C(=O)O)O (5-Ethyl-4-hydroxy-6-(4-hydroxy-1-methyl-1H-indol-5-yl)-2-oxo-1,2-dihydropyridine-3-carboxylic acid). Isolated yield 45.7%. RXN SMILES: [CH2:1]([C:3]1[C:4]([OH:25])=[C:5]([C:21]([O:23]C)=[O:22])[C:6](=[O:20])[NH:7][C:8]=1[C:9]1[C:10]([OH:19])=[C:11]2[C:15](=[CH:16][CH:17]=1)[N:14]([CH3:18])[CH:13]=[CH:12]2)[CH3:2].[Li+].[I-].Cl>CCOC(C)=O>[CH2:1]([C:3]1[C:4]([OH:25])=[C:5]([C:21]([OH:23])=[O:22])[C:6](=[O:20])[NH:7][C:8]=1[C:9]1[C:10]([OH:19])=[C:11]2[C:15](=[CH:16][CH:17]=1)[N:14]([CH3:18])[CH:13]=[CH:12]2)[CH3:2] |f:1.2|. Procedure details: To a solution of methyl 5-ethyl-4-hydroxy-6-(4-hydroxy-1-methyl-1H-indol-5-yl)-2-oxo-1,2-dihydropyridine-3-carboxylate (0.045 g, 0.12 mmol) in EtOAc (1.0 mL) was added LiI (0.050 g, 0.37 mmol). The reaction mixture was stirred and heated at 60° C. for 1 h until complete consumption of starting material was observed. The mixture was then cooled to room temperature and acidified with aqueous HCl (1M, 1.0 mL) to pH˜2. The product was extracted with EtOAc (3×5 mL). The organic phase was dried over N... Starting materials: FC=1C=CC2=C(NC(C(CN2)C)=S)C1 (8-fluoro-3-methyl-4,5-dihydro-1H-benzo[b][1,4]diazepine-2(3H)-thione), C(C)(=O)NN (acetohydrazide). The solvent is C(CCC)O (n-butanol). Yields the product C1=NN=C2N1C1=C(N=CC2)C=CC=C1 (4H-[1,2,4]triazolo[4,3-a][1,5]benzodiazepine). RXN SMILES: F[C:2]1[CH:3]=[CH:4][C:5]2[NH:11][CH2:10][CH:9](C)[C:8](=S)[NH:7][C:6]=2[CH:14]=1.[C:15]([NH:18][NH2:19])(=O)C>C(O)CCC>[CH:15]1[N:7]2[C:6]3[CH:14]=[CH:2][CH:3]=[CH:4][C:5]=3[N:11]=[CH:10][CH2:9][C:8]2=[N:19][N:18]=1. Reported procedure: A solution of 8-fluoro-3-methyl-4,5-dihydro-1H-benzo[b][1,4]diazepine-2(3H)-thione (5.0 g, 23.8 mmol) and acetohydrazide (2.64 g, 35.7 mmol) in n-butanol (60 mL) was heated at 130° C. for 15 hours. The mixture was concentrated in vacuo, and the residue was purified by column chromatography (silica gel, petroleum ether/ethyl acetate=5:1-2:1) to afford 4H-[1,2,4]triazolo[4,3-a][1,5]benzodiazepine, 5,6-dihydro-1,4-dimethyl-9-fluoro-as an off-white solid (1.9 g, 34%). LRMS (M+H)+: calcd 232.11. foun... Reactants: CCO, Cl, CCOC(=O)c1ccc2c(c1)C(C)(C)CC(c1ccccc1NS(=O)(=O)c1cccc(F)c1)N2, [Li+], [Na+], [OH-], [OH-], O, O. Product: CC1(C)CC(c2ccccc2NS(=O)(=O)c2cccc(F)c2)Nc2ccc(C(=O)O)cc21. Reaction SMILES: [CH3:41][CH2:42][OH:43].[ClH:40].[F:1][c:2]1[cH:3][c:4]([S:8](=[O:9])(=[O:10])[NH:11][c:12]2[c:13]([CH:18]3[NH:19][c:20]4[cH:21][cH:22][c:23]([C:30](=[O:31])[O:32][CH2:33][CH3:34])[cH:24][c:25]4[C:26]([CH3:28])([CH3:29])[CH2:27]3)[cH:14][cH:15][cH:16][cH:17]2)[cH:5][cH:6][cH:7]1.[Li+:37].[Na+:39].[OH-:36].[OH-:38].[OH2:35].[OH2:44]>>[F:1][c:2]1[cH:3][c:4]([S:8](=[O:9])(=[O:10])[NH:11][c:12]2[c:13]([CH:18]3[NH:19][c:20]4[cH:21][cH:22][c:23]([C:30](=[O:31])[OH:32])[cH:24][c:25]4[C:26]([CH3:28])([CH3:29])[CH2:27]3)[cH:14][cH:15][cH:16][cH:17]2)[cH:5][cH:6][cH:7]1. Reactants: Cl.COC(CCCN(C(=O)[C@@]1(NCC1)C)CC1=CC(=CC=C1)Cl)=O (4-[(3-chloro-benzyl)-((R)-2-methyl-azetidine-2-carbonyl)-amino]-butyric acid methyl ester hydrochloride), C(=O)(O)[O-].[Na+] (NaHCO3), C=1C=CC2=C(C1)N=NN2O (HOBt), TEA, S1C2=C(C(=C1)C(=O)O)C=CC=C2 (benzo[b]thiophene-3-carboxylic acid). The solvent is C(Cl)Cl (DCM), C1CCOC1 (THF), C(Cl)Cl (DCM), C(Cl)Cl (DCM), C1CCOC1 (THF). Run at temperature 20 celsius, time 15 hour. Product: COC(CCCN(CC1=CC(=CC=C1)Cl)C(=O)[C@@]1(N(CC1)C(=O)C=1C2=C(SC1)C=CC=C2)C)=O (4-[[(R)-1-(benzo[b]thiophene-3-carbonyl)-2-methyl-azetidine-2-carbonyl]-(3-chloro-benzyl)-amino]-butyric acid methyl ester). The yield is 87.0%. RXN SMILES: [S:1]1[CH:5]=[C:4]([C:6]([OH:8])=O)[C:3]2[CH:9]=[CH:10][CH:11]=[CH:12][C:2]1=2.C1C=CC2N(O)N=NC=2C=1.Cl.[CH3:24][O:25][C:26](=[O:46])[CH2:27][CH2:28][CH2:29][N:30]([CH2:38][C:39]1[CH:44]=[CH:43][CH:42]=[C:41]([Cl:45])[CH:40]=1)[C:31]([C@@:33]1([CH3:37])[CH2:36][CH2:35][NH:34]1)=[O:32].C([O-])(O)=O.[Na+]>C(Cl)Cl.C1COCC1>[CH3:24][O:25][C:26](=[O:46])[CH2:27][CH2:28][CH2:29][N:30]([C:31]([C@@:33]1([CH3:37])[CH2:36][CH2:35][N:34]1[C:6]([C:4]1[C:3]2[CH:9]=[CH:10][CH:11]=[CH:12][C:2]=2[S:1][CH:5]=1)=[O:8])=[O:32])[CH2:38][C:39]1[CH:44]=[CH:43][CH:42]=[C:41]([Cl:45])[CH:40]=1 |f:2.3,4.5|. Reported procedure: To a suspension of benzo[b]thiophene-3-carboxylic acid (7.12 g, 1.2 eq.) in 210 mL of DCM and 210 mL of THF were added HOBt (5.4 g, 1.2 eq.) EDC.HCl (9.6 g, 1.5 eq.) and TEA (18.5 mL, 4 eq.). The reaction was stirred at 20° C. for 15 h, then a solution of 4-[(3-chloro-benzyl)-((R)-2-methyl-azetidine-2-carbonyl)-amino]-butyric acid methyl ester hydrochloride obtained in step i above (12.5 g, 1 eq.) in 105 mL of DCM and 105 mL of THF was added. The reaction was stirred at 20° C. for 4.5 h. The cru...